This data is from the Open Reaction Database (ORD), a public repository of structured organic reaction records. The task is: describe an organic reaction: reactants, conditions, products, and yield Starting materials: O=C(O)Cc1ccc2c(c1)OCO2, CCc1cccc(N)c1. The reagents and catalysts are CCN=C=NCCCN(C)C.Cl (EDC-HCl), CCN(C(C)C)C(C)C (DIPEA), C1=CC=C2C(=C1)N=NN2O (HOBt). Run in CN(C)C=O (DMF), CN(C)C=O (DMF), CN(C)C=O (DMF), CN(C)C=O (DMF), CN(C)C=O (DMF), CN(C)C=O (DMF). Conditions: temperature 25 celsius, time 2 hour. The product is CCc1cccc(NC(=O)Cc2ccc3c(c2)OCO3)c1. Isolated yield 49.2%. RXN SMILES: CCc1cccc(N)c1.O=C(O)Cc1ccc2c(c1)OCO2.CCN=C=NCCCN(C)C.Cl.C1=CC=C2C(=C1)N=NN2O.CCN(C(C)C)C(C)C.CN(C)C=O>>CCc1cccc(NC(=O)Cc2ccc3c(c2)OCO3)c1. The reactants are O.[OH-].[Li+] (lithium hydroxide monohydrate), C(CC)NC(=O)/C=C/C1=CC=C2C=CN(C2=C1)CC1=C(C=C(C(=O)OC)C=C1)OC (methyl E-4-[6-[2-(propylcarbamoyl)vinyl]-indol-1-ylmethyl]-3-methoxybenzoate), Cl (hydrochloric acid). Run in O (water), CO (methanol), O1CCCC1 (tetrahydrofuran), O (water). Conditions: time 20 hour. Yields the product C(CC)NC(=O)/C=C/C1=CC=C2C=CN(C2=C1)CC1=C(C=C(C(=O)O)C=C1)OC (E-4-[6-[2-(Propylcarbamoyl)vinyl]indol-1-ylmethyl]-3-methoxybenzoic acid). The yield is 59.2%. As a reaction SMILES: O.[OH-].[Li+].[CH2:4]([NH:7][C:8](/[CH:10]=[CH:11]/[C:12]1[CH:20]=[C:19]2[C:15]([CH:16]=[CH:17][N:18]2[CH2:21][C:22]2[CH:31]=[CH:30][C:25]([C:26]([O:28]C)=[O:27])=[CH:24][C:23]=2[O:32][CH3:33])=[CH:14][CH:13]=1)=[O:9])[CH2:5][CH3:6].Cl>O.CO.O1CCCC1>[CH2:4]([NH:7][C:8](/[CH:10]=[CH:11]/[C:12]1[CH:20]=[C:19]2[C:15]([CH:16]=[CH:17][N:18]2[CH2:21][C:22]2[CH:31]=[CH:30][C:25]([C:26]([OH:28])=[O:27])=[CH:24][C:23]=2[O:32][CH3:33])=[CH:14][CH:13]=1)=[O:9])[CH2:5][CH3:6] |f:0.1.2|. Procedure: A solution of lithium hydroxide monohydrate (0.42 g) in water (5 ml) was added to a stirred solution of methyl E-4-[6-[2-(propylcarbamoyl)vinyl]-indol-1-ylmethyl]-3-methoxybenzoate (1 g) in methanol (20 ml) and tetrahydrofuran (5 ml) under an atmosphere of nitrogen. The mixture was stirred for 20 hr, diluted with water (20 ml), and acidified to pH 4 with 6M hydrochloric acid. The white precipitate which formed was isolated by filtration, washed with water, and crystallized from hot methanol (coo... Reactants: carboxylic acids, OC=1C=C(C(C(=O)[O-])=CC1O)C(=O)[O-] (4,5-dihydroxyphthalate), 3-hydroxy-2-methyl pyridine-4,5-dicarboxylate, N1C(=O)NC(=O)C(=C1)C(=O)[O-] (Uracil-5-carboxylate), pyrrole-2, C1=C[C@@H]([C@](C=C1)(C(=O)O)O)O (Cis-1,2-dihydroxycyclohexa-3,5-diene-1-carboxylate), O=C(O)[C@@H](N)CC1=CC=C(O)C(O)=C1 (Dopa), 5-dihydroxybenzoate, C1(=CC=CC=C1)CC(C(=O)[O-])=O (Phenylpyruvate), ( 4.1.1.59 ), L-2,3-dihydropicolinate, C(C1=CC=CC=C1)(=O)C(=O)[O-] (benzoylformate), C(C1=CC(O)=C(O)C(O)=C1)(=O)[O-] (gallate). Solvent: O (water). Product: NCC/C=C/C(C(=O)O)=O ((E)-6-amino-2-oxohex-3-enoic acid). RXN SMILES: [C:1]([C:9]([O-:11])=[O:10])(=[O:8])[C:2]1C=C[CH:5]=[CH:4][CH:3]=1.C([O-])(=O)C1C=C(O)C(O)=C(O)C=1.O=C([C@H](CC1C=C(O)C(O)=CC=1)[NH2:28])O.C1(CC(=O)C([O-])=O)C=CC=CC=1.OC1C=C(C([O-])=O)C(=CC=1O)C([O-])=O.N1C=C(C([O-])=O)C(=O)NC1=O.C1C=C[C@](O)(C(O)=O)[C@@H](O)C=1>O>[NH2:28][CH2:5][CH2:4]/[CH:3]=[CH:2]/[C:1](=[O:8])[C:9]([OH:11])=[O:10]. Reported procedure: There are no enzymes known in the art that catalyze the substrate L-2,3-dihydropicolinate to produce 5,6-dihydropyridine-2-carboxylate. However, there are a few decarboxylases that are able to decarboxylate ring mounted carboxylic acids. One skilled in the art would appreciate that it is likely that these enzymes may have, or could be engineered to have, activity towards L-2,3-dihydropicolinate. Examples of such decarboxylases include, but are not limited to, benzoylformate decarboxylase (EC 4.1... Starting materials: N[C@@H](CC1=CC=CC=C1)C(=O)O (L-phenylalanine), ClC(Cl)(Cl)OC(=O)Cl (trichloromethylchloroformate), N[C@@H](CC1=CC=CC=C1)C(=O)O (L-phenylalanine). Run in O1CCCC1 (tetrahydrofuran). Product: C1(=CC=CC=C1)C[C@@H]1NC(OC1=O)=O ((S)-4-(Phenylmethyl)-2,5-oxazolidinedione). Reaction SMILES: [NH2:1][C@H:2]([C:10]([OH:12])=[O:11])[CH2:3][C:4]1[CH:9]=[CH:8][CH:7]=[CH:6][CH:5]=1.Cl[C:14]([O:17]C(Cl)=O)(Cl)Cl>O1CCCC1>[C:4]1([CH2:3][C@H:2]2[C:10](=[O:12])[O:11][C:14](=[O:17])[NH:1]2)[CH:9]=[CH:8][CH:7]=[CH:6][CH:5]=1. Procedure details: A mixture of 8.9 g of L-phenylalanine, 4.8 ml of trichloromethylchloroformate (Diphosgene), 70 ml of dry tetrahydrofuran and 0.135 g of activated carbon is heated in an oil bath at 55° C. for 2 hours, until the L-phenylalanine is in solution. The reaction is filtered through diatomaceous earth. The filtrate is concentrated in vacuo, treated with diethyl ether and hexane, and the resulting crystals are collected to give 1.04 g of the desired product. Product: N#Cc1ccc(OCCCCCCBr)cc1. Reactants: BrCCCCCCBr, O=C([O-])[O-], CC(C)=O, [I-], [K+], [K+], [Na+], N#Cc1ccc(O)cc1. RXN SMILES: [Br:16][CH2:17][CH2:18][CH2:19][CH2:20][CH2:21][CH2:22][Br:23].[C:10](=[O:11])([O-:12])[O-:13].[CH3:26][C:27](=[O:28])[CH3:29].[I-:25].[K+:14].[K+:15].[Na+:24].[OH:1][c:2]1[cH:3][cH:4][c:5]([C:8]#[N:9])[cH:6][cH:7]1>>[O:1]([c:2]1[cH:3][cH:4][c:5]([C:8]#[N:9])[cH:6][cH:7]1)[CH2:22][CH2:21][CH2:20][CH2:19][CH2:18][CH2:17][Br:16].